This data is from the Open Reaction Database (ORD), a public repository of structured organic reaction records. The task is: describe an organic reaction: reactants, conditions, products, and yield The reactants are CC(OC(=O)C(=C(COC(=O)CCCCCO[N+](=O)[O-])c1ccc(S(C)(=O)=O)cc1)c1ccccc1)C(=O)OC(C)(C)C, O=C(O)C(F)(F)F. Product: CC(OC(=O)C(=C(COC(=O)CCCCCO[N+](=O)[O-])c1ccc(S(C)(=O)=O)cc1)c1ccccc1)C(=O)O. Reaction SMILES: [CH3:8][S:9](=[O:10])(=[O:11])[c:12]1[cH:13][cH:14][c:15]([C:18](=[C:19]([C:20](=[O:21])[O:22][CH:23]([C:24](=[O:25])[O:26][C:27]([CH3:28])([CH3:29])[CH3:30])[CH3:31])[c:32]2[cH:33][cH:34][cH:35][cH:36][cH:37]2)[CH2:38][O:39][C:40]([CH2:41][CH2:42][CH2:43][CH2:44][CH2:45][O:46][N+:47](=[O:48])[O-:49])=[O:50])[cH:16][cH:17]1.[F:1][C:2]([F:3])([F:4])[C:5]([OH:6])=[O:7]>>[CH3:8][S:9](=[O:10])(=[O:11])[c:12]1[cH:13][cH:14][c:15]([C:18](=[C:19]([C:20](=[O:21])[O:22][CH:23]([C:24](=[O:25])[OH:26])[CH3:31])[c:32]2[cH:33][cH:34][cH:35][cH:36][cH:37]2)[CH2:38][O:39][C:40]([CH2:41][CH2:42][CH2:43][CH2:44][CH2:45][O:46][N+:47](=[O:48])[O-:49])=[O:50])[cH:16][cH:17]1. Starting materials: CCO, [Cl-], O=[N+]([O-])c1ccc(OCCc2ccc(Cl)cc2)nc1, [Fe], [NH4+], O. Product: Nc1ccc(OCCc2ccc(Cl)cc2)nc1. Reaction SMILES: [CH3:22][CH2:23][OH:24].[Cl-:20].[Cl:1][c:2]1[cH:3][cH:4][c:5]([CH2:6][CH2:7][O:8][c:9]2[n:10][cH:11][c:12]([N+:15]([O-:16])=[O:17])[cH:13][cH:14]2)[cH:18][cH:19]1.[Fe:25].[NH4+:21].[OH2:26]>>[Cl:1][c:2]1[cH:3][cH:4][c:5]([CH2:6][CH2:7][O:8][c:9]2[n:10][cH:11][c:12]([NH2:15])[cH:13][cH:14]2)[cH:18][cH:19]1. Starting materials: O.COC=1C=C2C(C(C(C2=CC1)=O)=O)=O (5-methoxyindan-1,2,3-trione, monohydrate), Cl.C1(=CC=CC=C1)NC(NN)=O (4-phenyl semicarbazide hydrochloride). Yields the product COC=1C=C2C(C(C(C2=CC1)=O)=NNC(=O)NC1=CC=CC=C1)=O (5-methoxy-2-(4-phenylsemicarbazono)-indan-1,3-dione). RXN SMILES: O.[CH3:2][O:3][C:4]1[CH:5]=[C:6]2[C:10](=[CH:11][CH:12]=1)[C:9](=[O:13])[C:8](=O)[C:7]2=[O:15].Cl.[C:17]1([NH:23][C:24](=[O:27])[NH:25][NH2:26])[CH:22]=[CH:21][CH:20]=[CH:19][CH:18]=1>>[CH3:2][O:3][C:4]1[CH:5]=[C:6]2[C:10](=[CH:11][CH:12]=1)[C:9](=[O:13])[C:8](=[N:26][NH:25][C:24]([NH:23][C:17]1[CH:18]=[CH:19][CH:20]=[CH:21][CH:22]=1)=[O:27])[C:7]2=[O:15] |f:0.1,2.3|. Reported procedure: 5-methoxyindan-1,2,3-trione, monohydrate, 4-phenyl semicarbazide hydrochloride Starting materials: [H][H] (hydrogen), OC1=CC=C(C=C1)CC(=O)OC (methyl (4-hydroxyphenyl)acetate). Reagents/catalysts: [Pd] (palladium). Solvent: CC=1C=CC=CC1C (O-xylene). Product: COC(=O)CC1CCC(CC1)=O (4-(methoxycarbonylmethyl)cyclohexanone), liquid. Yield: 97.4%. Reaction SMILES: [OH:1][C:2]1[CH:7]=[CH:6][C:5]([CH2:8][C:9]([O:11][CH3:12])=[O:10])=[CH:4][CH:3]=1.[H][H]>[Pd].CC1C=CC=CC=1C>[CH3:12][O:11][C:9]([CH2:8][CH:5]1[CH2:6][CH2:7][C:2](=[O:1])[CH2:3][CH2:4]1)=[O:10]. Procedure: A high pressure autoclave was charged with a mixture of methyl (4-hydroxyphenyl)acetate (50 g, 0.30 mol), palladium (5 g) (10%) on carbon (50% wet) and O-xylene (250 mL). The reaction mixture was stirred under 110 to 115 psi of hydrogen pressure for 7 to 8 h at 140° C. The reaction was monitored by HPLC. The reaction mixture was then cooled to room temperature, and the catalyst was filtered off. Filtrate was concentrated under reduced pressure to get 4-(methoxycarbonylmethyl)cyclohexanone as lig... Starting materials: Cc1ccccc1, CN(C)C=O, O=S(Cl)Cl, O=c1[nH]c2ccccc2[nH]c1=O. Yields the product O=c1[nH]c2ccccc2nc1Cl. As a reaction SMILES: [CH3:17][c:18]1[cH:19][cH:20][cH:21][cH:22][cH:23]1.[O:24]=[CH:25][N:26]([CH3:27])[CH3:28].[S:13]([Cl:14])([Cl:15])=[O:16].[nH:1]1[c:2](=[O:12])[c:3](=[O:11])[nH:4][c:5]2[cH:6][cH:7][cH:8][cH:9][c:10]12>>[n:1]1[c:2]([Cl:15])[c:3](=[O:11])[nH:4][c:5]2[cH:6][cH:7][cH:8][cH:9][c:10]12. The reactants are O (Water), CC1=CC=C(C=C1)O (4-methylphenol), FC1=CC=C(C=O)C=C1 (4-fluoro-benzaldehyde), C([O-])([O-])=O.[K+].[K+] (potassium carbonate). The solvent is CC(=O)N(C)C (dimethylacetamide). Product: CC1=CC=C(OC2=CC=C(C=O)C=C2)C=C1 (4-(4'-methylphenoxy)benzaldehyde). Reaction SMILES: [CH3:1][C:2]1[CH:7]=[CH:6][C:5]([OH:8])=[CH:4][CH:3]=1.F[C:10]1[CH:17]=[CH:16][C:13]([CH:14]=[O:15])=[CH:12][CH:11]=1.C(=O)([O-])[O-].[K+].[K+].O>CC(N(C)C)=O>[CH3:1][C:2]1[CH:7]=[CH:6][C:5]([O:8][C:10]2[CH:17]=[CH:16][C:13]([CH:14]=[O:15])=[CH:12][CH:11]=2)=[CH:4][CH:3]=1 |f:2.3.4|. Procedure details: A solution of 4-methylphenol (4.52 g, 40.29 mmol), 4-fluoro-benzaldehyde (5.00 g, 40.29 mmol) and potassium carbonate (6.70 g, 48.35 mmol) in dimethylacetamide (40 mL) was refluxed for 12 h and cooled to room temperature. Water was added and the reaction mixture was extracted with ethyl acetate. The organic extract was washed with brine, dried over sodium sulfate, filtered and concentrated to afford an oil which was chromatographed on silica gel (15% ethyl acetate/hexane) to afford 4-(4'-methylp...